The task is: describe an organic reaction: reactants, conditions, products, and yield. This data is from the Open Reaction Database (ORD), a public repository of structured organic reaction records. Reactants: CC(C)(C)[Si](C)(C)Cl, CN(C)C=O, O=Cc1ccc(O)cc1Cl, c1c[nH]cn1. The product is CC(C)(C)[Si](C)(C)Oc1ccc(C=O)c(Cl)c1. As a reaction SMILES: [C:11]([CH3:12])([CH3:13])([CH3:14])[Si:15]([CH3:16])([CH3:17])[Cl:18].[CH3:24][N:25]([CH3:26])[CH:27]=[O:28].[Cl:1][c:2]1[c:3]([CH:4]=[O:5])[cH:6][cH:7][c:8]([OH:10])[cH:9]1.[nH:19]1[cH:20][cH:21][n:22][cH:23]1>>[Cl:1][c:2]1[c:3]([CH:4]=[O:5])[cH:6][cH:7][c:8]([O:10][Si:15]([C:11]([CH3:12])([CH3:13])[CH3:14])([CH3:16])[CH3:17])[cH:9]1. The reactants are CSC (dimethyl sulfide), BrC1=CC2=C(C(OC2)=O)C(=C1)Cl (5-bromo-7-chloro-2-benzofuran-1(3H)-one), BrC1=CC(=CC2=C1C(OC2)=O)Cl (7-bromo-5-chloro-2-benzofuran-1(3H)-one), [Cl-].[Li+] (lithium chloride). The reagents and catalysts are C1=CC=C(C=C1)P([C-]2C=CC=C2)C3=CC=CC=C3.C1=CC=C(C=C1)P([C-]2C=CC=C2)C3=CC=CC=C3.Cl[Pd]Cl.[Fe+2].C(Cl)Cl (PdCl2(dppf) DCM). The solvent is C1(=CC=CC=C1)C (toluene). Conditions: temperature 120 celsius. Product: ClC1=CC(=CC2=C1C(OC2)=O)CC=O ((7-chloro-1-oxo-1,3-dihydro-2-benzofuran-5-yl)acetaldehyde). Reaction SMILES: Br[C:2]1[CH:11]=[C:10]([Cl:12])[C:5]2[C:6](=[O:9])[O:7][CH2:8][C:4]=2[CH:3]=1.BrC1[C:19]2[C:20](=O)[O:21]CC=2C=C(Cl)C=1.[Cl-].[Li+].CSC>C1C=CC(P(C2C=CC=CC=2)[C-]2C=CC=C2)=CC=1.C1C=CC(P(C2C=CC=CC=2)[C-]2C=CC=C2)=CC=1.Cl[Pd]Cl.[Fe+2].C(Cl)Cl.C1(C)C=CC=CC=1>[Cl:12][C:10]1[C:5]2[C:6](=[O:9])[O:7][CH2:8][C:4]=2[CH:3]=[C:2]([CH2:19][CH:20]=[O:21])[CH:11]=1 |f:2.3,5.6.7.8.9|. Reported procedure: To a round bottom flask charged with a mixture of 5-bromo-7-chloro-2-benzofuran-1(3H)-one and 7-bromo-5-chloro-2-benzofuran-1(3H)-one (120 mg, 0.48 mmol) and a stir bar was added PdCl2(dppf)-DCM complex (40 mg, 0.048 mmol) allyl tri-n-butyltin (241 mg, 0.73 mmol), lithium chloride (41 mg, 0.97 mmol), and toluene (15 mL). The mixture was purged three times with nitrogen, and heated to 120° C. for 4 hours. LC showed formation of the desired product, which was purified by silica gel chromatography ... Starting materials: O=C([O-])[O-], CC(C)(C)[Si](C)(C)OCCBr, COC(=O)c1ccc(O)c(Cl)c1, [K+], [K+], CN(C)C=O. Yields the product COC(=O)c1ccc(OCCO[Si](C)(C)C(C)(C)C)c(Cl)c1. RXN SMILES: [C:13](=[O:14])([O-:15])[O-:16].[C:19]([CH3:20])([CH3:21])([CH3:22])[Si:23]([O:24][CH2:25][CH2:26][Br:27])([CH3:28])[CH3:29].[CH3:1][O:2][C:3]([c:4]1[cH:5][c:6]([Cl:11])[c:7]([OH:10])[cH:8][cH:9]1)=[O:12].[K+:17].[K+:18].[O:30]=[CH:31][N:32]([CH3:33])[CH3:34]>>[CH3:1][O:2][C:3]([c:4]1[cH:5][c:6]([Cl:11])[c:7]([O:10][CH2:26][CH2:25][O:24][Si:23]([C:19]([CH3:20])([CH3:21])[CH3:22])([CH3:28])[CH3:29])[cH:8][cH:9]1)=[O:12]. The reactants are Brc1nccs1, O=C([O-])[O-], [Cs+], [Cs+], C1COCCO1, OB(O)c1ccccc1. The product is c1ccc(-c2nccs2)cc1. As a reaction SMILES: [Br:1][c:2]1[s:3][cH:4][cH:5][n:6]1.[C:16](=[O:17])([O-:18])[O-:19].[Cs+:20].[Cs+:21].[O:22]1[CH2:23][CH2:24][O:25][CH2:26][CH2:27]1.[OH:7][B:8]([OH:9])[c:10]1[cH:11][cH:12][cH:13][cH:14][cH:15]1>>[c:2]1(-[c:10]2[cH:11][cH:12][cH:13][cH:14][cH:15]2)[s:3][cH:4][cH:5][n:6]1.